From a dataset of the Open Reaction Database (ORD), a public repository of structured organic reaction records. describe an organic reaction: reactants, conditions, products, and yield Starting materials: CN(C(=O)C1=NC=C(C=C1)OCC1CC1)[C@@H]1CC2=CC=C(C=C2CC1)C=C (N-methyl-N—((S)-6-vinyl-1,2,3,4-tetrahydronaphthalen-2-yl)-5-cyclopropylmethoxypyridine-2-carboxamide), CC(C)O (2-propanol), O (water), I(=O)(=O)(=O)[O-].[Na+] (sodium metaperiodate). The reagents and catalysts are [Os](=O)(=O)(=O)=O (osmium(VIII) oxide). Run in C([O-])([O-])=O.[Na+].[Na+] (sodium carbonate). Reaction conditions: time 12 hour. The product is C(=O)C=1C=C2CC[C@@H](CC2=CC1)N(C(=O)C1=NC=C(C=C1)OCC1CC1)C (N—((S)-6-Formyl-1,2,3,4-tetrahydronaphthalen-2-yl)-N-methyl-5-cyclopropylmethoxypyridine-2-carboxamide). Reaction SMILES: [CH3:1][N:2]([C@H:16]1[CH2:25][CH2:24][C:23]2[C:18](=[CH:19][CH:20]=[C:21]([CH:26]=C)[CH:22]=2)[CH2:17]1)[C:3]([C:5]1[CH:10]=[CH:9][C:8]([O:11][CH2:12][CH:13]2[CH2:15][CH2:14]2)=[CH:7][N:6]=1)=[O:4].CC([OH:31])C.O.I([O-])(=O)(=O)=O.[Na+]>C(=O)([O-])[O-].[Na+].[Na+].[Os](=O)(=O)(=O)=O>[CH:26]([C:21]1[CH:22]=[C:23]2[C:18](=[CH:19][CH:20]=1)[CH2:17][C@@H:16]([N:2]([CH3:1])[C:3]([C:5]1[CH:10]=[CH:9][C:8]([O:11][CH2:12][CH:13]3[CH2:15][CH2:14]3)=[CH:7][N:6]=1)=[O:4])[CH2:25][CH2:24]2)=[O:31] |f:3.4,5.6.7|. Reported procedure: A mixture of N-methyl-N—((S)-6-vinyl-1,2,3,4-tetrahydronaphthalen-2-yl)-5-cyclopropylmethoxypyridine-2-carboxamide (1.40 g), 2-propanol (4 ml) and water (2 ml) was admixed with osmium(VIII) oxide (49 mg) and sodium metaperiodate (1.82 g), and the mixture was stirred for 12 hours. The reaction mixture was diluted with saturated sodium carbonate solution and extracted with ethyl acetate. The organic phase was dried over sodium sulfate, filtered and concentrated. The product was thus obtained with ...